This data is from the Open Reaction Database (ORD), a public repository of structured organic reaction records. The task is: describe an organic reaction: reactants, conditions, products, and yield The reactants are COC=1C=C(C=C(C1)OC)O (3,5-dimethoxyphenol), ClC(CC)Br (chlorobromopropane), C([O-])([O-])=O.[K+].[K+] (potassium carbonate). Solvent: CC(=O)C (acetone). Yields the product ClCCCOC1=CC(=CC(=C1)OC)OC (1-(3-Chloropropoxy)-3,5-dimethoxybenzene). Yield: 53.2%. RXN SMILES: [CH3:1][O:2][C:3]1[CH:4]=[C:5]([OH:11])[CH:6]=[C:7]([O:9][CH3:10])[CH:8]=1.[Cl:12][CH:13](Br)[CH2:14][CH3:15].C(=O)([O-])[O-].[K+].[K+]>CC(C)=O>[Cl:12][CH2:13][CH2:14][CH2:15][O:11][C:5]1[CH:6]=[C:7]([O:9][CH3:10])[CH:8]=[C:3]([O:2][CH3:1])[CH:4]=1 |f:2.3.4|. Procedure details: A mixture of 3,5-dimethoxyphenol, 100.0 g (0.6486 mole), chlorobromopropane, 148.0 g (0.96 mole) and potassium carbonate, 89.6 g (0.96 mole) was heated overnight at gentle reflux in 600 ml of acetone. The reaction mixture was cooled at room temperature, filtered, and stripped to dryness via a rotary evaporator. The resulting oil was dissolved in chloroform and the solution extracted with 5% aqueous sodium hydroxide; removal of chloroform gave a dark brown oil. A 5 g sample of the oil was pumped ... Reactants: CC(=O)[O-], CC(=O)O, C[N+](=O)[O-], [NH4+], O, O=Cc1ccc(COc2ccccn2)cc1. The product is O=[N+]([O-])C=Cc1ccc(COc2ccccn2)cc1. Reaction SMILES: [CH3:22][C:23](=[O:24])[O-:25].[CH3:26][C:27](=[O:28])[OH:29].[N+:17](=[O:18])([O-:19])[CH3:20].[NH4+:21].[OH2:30].[n:1]1[c:2]([O:7][CH2:8][c:9]2[cH:10][cH:11][c:12]([CH:13]=[O:14])[cH:15][cH:16]2)[cH:3][cH:4][cH:5][cH:6]1>>[n:1]1[c:2]([O:7][CH2:8][c:9]2[cH:10][cH:11][c:12]([CH:13]=[CH:20][N+:17](=[O:18])[O-:19])[cH:15][cH:16]2)[cH:3][cH:4][cH:5][cH:6]1. Starting materials: COC1=C2CC(OCC2=C(C=C1)OC)C(=O)O (5,8-dimethoxy-3-carboxyisochroman), C(=O)(N1C=NC=C1)N1C=NC=C1 (1,1'-carbonyldiimidazole), C(C)S (ethanethiol). Solvent: C1CCOC1 (THF), C1CCOC1 (THF). Run at time 1 hour. The product is C(C)C(=S)C1OCC2=C(C=CC(=C2C1)OC)OC (3-ethylthiocarbonyl-5,8-dimethoxy-isochroman). Yield: 59.6%. As a reaction SMILES: [CH3:1][O:2][C:3]1[CH:12]=[CH:11][C:10]([O:13][CH3:14])=[C:9]2[C:4]=1[CH2:5][CH:6]([C:15](O)=O)[O:7][CH2:8]2.C(N1[CH:29]=[CH:28]N=C1)(N1C=CN=C1)=O.C([SH:32])C>C1COCC1>[CH2:28]([C:15]([CH:6]1[CH2:5][C:4]2[C:9](=[C:10]([O:13][CH3:14])[CH:11]=[CH:12][C:3]=2[O:2][CH3:1])[CH2:8][O:7]1)=[S:32])[CH3:29]. Reported procedure: 5,8-dimethoxy-3-carboxyisochroman (300 mg, 1.26 mmol) in THF (6 ml) was stirred with 1,1'-carbonyldiimidazole (225 mg, 1.386 mmol) at room temperature for 30 minutes. More THF (6 ml) was added to dilute the forming suspension. After one hour, ethanethiol (103 μl, 1.40 mmol) was added and the mixture was stirred for 18 hours at room temperature. Solvent was evaporated and the crude titled product was chromatographed (hex:EtOAc=4:1) to give desired product as a solid (200 mg, m.p. 99.2° C). RXN SMILES: [CH2:1]([CH3:2])[NH:3][C:4](=[O:5])[NH:6][c:7]1[cH:8][cH:9][c:10](-[c:13]2[n:14][c:15]([N:23]3[CH:24]([CH3:29])[CH2:25][O:26][CH2:27][CH2:28]3)[c:16]3[c:17]([n:18]2)[CH2:19][NH:20][CH2:21][CH2:22]3)[cH:11][cH:12]1.[Cl:30][C:31](=[O:32])[O:33][CH2:34][CH:35]([CH3:36])[CH3:37]>>[CH2:1]([CH3:2])[NH:3][C:4](=[O:5])[NH:6][c:7]1[cH:8][cH:9][c:10](-[c:13]2[n:14][c:15]([N:23]3[CH:24]([CH3:29])[CH2:25][O:26][CH2:27][CH2:28]3)[c:16]3[c:17]([n:18]2)[CH2:19][N:20]([C:31](=[O:32])[O:33][CH2:34][CH:35]([CH3:36])[CH3:37])[CH2:21][CH2:22]3)[cH:11][cH:12]1. The product is CCNC(=O)Nc1ccc(-c2nc3c(c(N4CCOCC4C)n2)CCN(C(=O)OCC(C)C)C3)cc1. Reactants: CCNC(=O)Nc1ccc(-c2nc3c(c(N4CCOCC4C)n2)CCNC3)cc1, CC(C)COC(=O)Cl.